From a dataset of the Open Reaction Database (ORD), a public repository of structured organic reaction records. describe an organic reaction: reactants, conditions, products, and yield The reactants are C1(=CC(=CC=C1)CC(=O)O)CC(=O)O (2,2′-(1,3-Phenylene)diacetic acid), [H-].[Al+3].[Li+].[H-].[H-].[H-] (lithium aluminum hydride). The solvent is O1CCCC1 (tetrahydrofuran). Conditions: temperature 0 celsius, time 3 hour. The product is C1(=CC(=CC=C1)CCO)CCO (2,2′-(1,3-Phenylene)diethanol). Isolated yield 61.0%. RXN SMILES: [C:1]1([CH2:11][C:12](O)=[O:13])[CH:6]=[CH:5][CH:4]=[C:3]([CH2:7][C:8](O)=[O:9])[CH:2]=1.[H-].[Al+3].[Li+].[H-].[H-].[H-]>O1CCCC1>[C:3]1([CH2:7][CH2:8][OH:9])[CH:4]=[CH:5][CH:6]=[C:1]([CH2:11][CH2:12][OH:13])[CH:2]=1 |f:1.2.3.4.5.6|. Reported procedure: 2,2′-(1,3-Phenylene)diacetic acid (1.000 g, 5.15 mmol), dissolved in anhydrous tetrahydrofuran (15 mL) was cooled at 0° C. in an ice bath and then added with lithium aluminum hydride (0.5860 g, 15.45 mmol). The reaction mixture was stirred at 0° C. for 3 h, and finally quenched by addition of hydrochloric acid (1N) until pH=7. The solution was filtered through filter paper, and extracted with ethyl acetate (15 mL×2). The organic layer was washed with brine (15 mL×2), dried over sodium sulfate, f... Starting materials: O=C(Nc1nc2ccc(Br)cn2n1)c1cccnc1, OB(O)c1ccsc1. The product is O=C(Nc1nc2ccc(-c3ccsc3)cn2n1)c1cccnc1. Reaction SMILES: [Br:1][c:2]1[cH:3][cH:4][c:5]2[n:6]([cH:7]1)[n:8][c:9]([NH:11][C:12]([c:13]1[cH:14][n:15][cH:16][cH:17][cH:18]1)=[O:19])[n:10]2.[s:20]1[cH:21][c:22]([B:25]([OH:26])[OH:27])[cH:23][cH:24]1>>[c:2]1(-[c:22]2[cH:21][s:20][cH:24][cH:23]2)[cH:3][cH:4][c:5]2[n:6]([cH:7]1)[n:8][c:9]([NH:11][C:12]([c:13]1[cH:14][n:15][cH:16][cH:17][cH:18]1)=[O:19])[n:10]2. Starting materials: CC(=O)OCC(=C(C(=O)O)c1ccccc1)c1ccc(S(C)(=O)=O)cc1, CCN=C=NCCCN(C)C, CN(C)c1ccncc1, ClCCl, O=[N+]([O-])OCC(CCO)O[N+](=O)[O-]. Product: CC(=O)OCC(=C(C(=O)OCCC(CO[N+](=O)[O-])O[N+](=O)[O-])c1ccccc1)c1ccc(S(C)(=O)=O)cc1. As a reaction SMILES: [C:1]([CH3:2])(=[O:3])[O:4][CH2:5][C:6](=[C:7]([C:8](=[O:9])[OH:10])[c:11]1[cH:12][cH:13][cH:14][cH:15][cH:16]1)[c:17]1[cH:18][cH:19][c:20]([S:23](=[O:24])(=[O:25])[CH3:26])[cH:21][cH:22]1.[CH3:40][CH2:41][N:42]=[C:43]=[N:44][CH2:45][CH2:46][CH2:47][N:48]([CH3:49])[CH3:50].[CH3:54][N:55]([c:56]1[cH:57][cH:58][n:59][cH:60][cH:61]1)[CH3:62].[Cl:51][CH2:52][Cl:53].[N+:27](=[O:28])([O-:29])[O:30][CH:31]([CH2:32][CH2:33][OH:34])[CH2:35][O:36][N+:37](=[O:38])[O-:39]>>[C:1]([CH3:2])(=[O:3])[O:4][CH2:5][C:6](=[C:7]([C:8](=[O:9])[O:10][CH2:33][CH2:32][CH:31]([O:30][N+:27](=[O:28])[O-:29])[CH2:35][O:36][N+:37](=[O:38])[O-:39])[c:11]1[cH:12][cH:13][cH:14][cH:15][cH:16]1)[c:17]1[cH:18][cH:19][c:20]([S:23](=[O:24])(=[O:25])[CH3:26])[cH:21][cH:22]1. Starting materials: CC(C)(C)OC(=O)CBr, [H-], [Na+], CN(C)C=O, OCC(c1ccccc1)c1ccccc1. Yields the product CC(C)(C)OC(=O)COCC(c1ccccc1)c1ccccc1. RXN SMILES: [Br:18][CH2:19][C:20](=[O:21])[O:22][C:23]([CH3:24])([CH3:25])[CH3:26].[H-:16].[Na+:17].[O:27]=[CH:28][N:29]([CH3:30])[CH3:31].[c:1]1([CH:7]([CH2:8][OH:9])[c:10]2[cH:11][cH:12][cH:13][cH:14][cH:15]2)[cH:2][cH:3][cH:4][cH:5][cH:6]1>>[c:1]1([CH:7]([CH2:8][O:9][CH2:19][C:20](=[O:21])[O:22][C:23]([CH3:24])([CH3:25])[CH3:26])[c:10]2[cH:11][cH:12][cH:13][cH:14][cH:15]2)[cH:2][cH:3][cH:4][cH:5][cH:6]1. Reactants: O=C(Nc1cc(OCc2ccccc2)ncn1)c1cnc2c(NC3CC3)cc(Cl)nn12, CO, NC1CCC(N)CC1. The product is NC1CCC(Nc2cc(NC3CC3)c3ncc(C(=O)Nc4cc(OCc5ccccc5)ncn4)n3n2)CC1. RXN SMILES: [CH2:1]([c:2]1[cH:3][cH:4][cH:5][cH:6][cH:7]1)[O:8][c:9]1[cH:10][c:11]([NH:15][C:16](=[O:17])[c:18]2[cH:19][n:20][c:21]3[n:22]2[n:23][c:24]([Cl:31])[cH:25][c:26]3[NH:27][CH:28]2[CH2:29][CH2:30]2)[n:12][cH:13][n:14]1.[CH3:40][OH:41].[NH2:32][CH:33]1[CH2:34][CH2:35][CH:36]([NH2:39])[CH2:37][CH2:38]1>>[CH2:1]([c:2]1[cH:3][cH:4][cH:5][cH:6][cH:7]1)[O:8][c:9]1[cH:10][c:11]([NH:15][C:16](=[O:17])[c:18]2[cH:19][n:20][c:21]3[n:22]2[n:23][c:24]([NH:39][CH:36]2[CH2:35][CH2:34][CH:33]([NH2:32])[CH2:38][CH2:37]2)[cH:25][c:26]3[NH:27][CH:28]2[CH2:29][CH2:30]2)[n:12][cH:13][n:14]1. Starting materials: BrC1=C(C=CC(=C1)Cl)OCC1=CC=CC=C1 (2-Bromo-4-chlorobenzyloxybenzene), C(=C)C1=NC=CC=C1 (2-vinylpyridine), C1(=C(C=CC=C1)P(C1=C(C=CC=C1)C)C1=C(C=CC=C1)C)C (tritolylphosphine), C(C)(=O)[O-].[Na+] (sodium acetate). The reagents and catalysts are C(C)(=O)[O-].[Pd+2].C(C)(=O)[O-] (palladium acetate). Run in CN(C)C=O (DMF), C(Cl)Cl.CCCCC (DCM pentane). Yields the product ClC1=CC(=C(C=C1)OCC1=CC=CC=C1)C=CC1=NC=CC=C1 (4-chloro-2-[2-(pyridin-2-yl)vinyl]benzyloxybenzene). Isolated yield 57.6%. RXN SMILES: Br[C:2]1[CH:7]=[C:6]([Cl:8])[CH:5]=[CH:4][C:3]=1[O:9][CH2:10][C:11]1[CH:16]=[CH:15][CH:14]=[CH:13][CH:12]=1.[CH:17]([C:19]1[CH:24]=[CH:23][CH:22]=[CH:21][N:20]=1)=[CH2:18].C1(C)C=CC=CC=1P(C1C=CC=CC=1C)C1C=CC=CC=1C.C([O-])(=O)C.[Na+]>CN(C=O)C.C([O-])(=O)C.[Pd+2].C([O-])(=O)C.C(Cl)Cl.CCCCC>[Cl:8][C:6]1[CH:5]=[CH:4][C:3]([O:9][CH2:10][C:11]2[CH:16]=[CH:15][CH:14]=[CH:13][CH:12]=2)=[C:2]([CH:18]=[CH:17][C:19]2[CH:24]=[CH:23][CH:22]=[CH:21][N:20]=2)[CH:7]=1 |f:3.4,6.7.8,9.10|. Procedure: 124.4 g (417.8 mmol) of 2-Bromo-4-chlorobenzyloxybenzene, 54.8 ml (501.4 mmol) of 2-vinylpyridine, 4.69 g (20.9 mmol) palladium acetate, 25.4 g (83.6 mmol) tritolylphosphine, and 48 g (584.9 mmol) sodium acetate are heated together in 200 ml DMF at 165° C. (oil bath temperature) under nitrogen for 8 hours. The cooled mixture is evaporated to dryness in vacuo. The residue is then diluted with Et2O:DCM (3:1, 1 L) and washed with sodium carbonate solution (1M, 3×1 L). The aqueous washings are extra... Reactants: O=C([O-])[O-], CCI, Cl, [K+], [K+], O=C(O)c1ccc(Cl)c([N+](=O)[O-])c1, CN(C)C=O. Product: CCOC(=O)c1ccc(Cl)c([N+](=O)[O-])c1. Reaction SMILES: [C:1](=[O:2])([O-:3])[O-:4].[CH2:20]([CH3:21])[I:22].[ClH:23].[K+:5].[K+:6].[N+:7](=[O:8])([O-:9])[c:10]1[cH:11][c:12]([C:13](=[O:14])[OH:15])[cH:16][cH:17][c:18]1[Cl:19].[O:24]=[CH:25][N:26]([CH3:27])[CH3:28]>>[N+:7](=[O:8])([O-:9])[c:10]1[cH:11][c:12]([C:13](=[O:14])[O:15][CH2:20][CH3:21])[cH:16][cH:17][c:18]1[Cl:19]. Reactants: solution, [H-].[Al+3].[Li+].[H-].[H-].[H-] (lithium aluminum hydride), ClC1=C(C=C(C(=O)OC)C=C1)OCC1=CC=CC=C1 (Methyl 4-chloro-3-(phenylmethoxy)benzoate). Run in O1CCCC1 (THF), O1CCCC1 (tetrahydrofuran). Conditions: temperature 0 celsius, time 8 hour. Yields the product ClC1=C(C=C(C=C1)CO)OCC1=CC=CC=C1 (4-Chloro-3-(phenylmethoxy)phenyl methan-1-ol). The yield is 92.6%. As a reaction SMILES: [Cl:1][C:2]1[CH:11]=[CH:10][C:5]([C:6](OC)=[O:7])=[CH:4][C:3]=1[O:12][CH2:13][C:14]1[CH:19]=[CH:18][CH:17]=[CH:16][CH:15]=1.[H-].[Al+3].[Li+].[H-].[H-].[H-]>O1CCCC1>[Cl:1][C:2]1[CH:11]=[CH:10][C:5]([CH2:6][OH:7])=[CH:4][C:3]=1[O:12][CH2:13][C:14]1[CH:15]=[CH:16][CH:17]=[CH:18][CH:19]=1 |f:1.2.3.4.5.6|. Procedure details: Methyl 4-chloro-3-(phenylmethoxy)benzoate (82b) (3.4 g, 11.9 mmol) was dissolved in 20 mL tetrahydrofuran (THF). The solution was cooled to 0° C. A 2M solution of lithium aluminum hydride in THF (5.9 mL, 11.9 mmol) was added dropwise. The reaction mixture was warmed to room temperature and stirred overnight. The reaction mixture was quenched at 0° C. using a small amount of water until hydrogen evolution ceased. The white precipitate was dissolved using 5% HCl and the solution diluted with ethyl... Reactants: C1N(CCC=2C3=CC=CC=C3NC12)C(=O)C1(OC=2C(C1)C(C(=C(C2C)C)[N+](=O)[O-])C)C ((±)-(1,3,4,9-tetrahydro-beta-carboline-2-yl)-(5-nitro-2,4,6,7-tetramethyldihydrobenzofuran-2-yl)methanone), [Cl-].[Ca+2].[Cl-] (calcium chloride). The reagents and catalysts are [Zn] (zinc). Run in C(C)O (ethanol). The product is NC=1C(=C(C2=C(CC(O2)(C)C(=O)N2CC=3NC4=CC=CC=C4C3CC2)C1C)C)C ((±)-(5-amino-2,4,6,7-tetramethyl-2,3-dihydrobenzofuran-2-yl)-(1,3,4,9-tetrahydro-beta-carboline-2-yl)-methanone). Isolated yield 38.1%. Reaction SMILES: [CH2:1]1[C:13]2[NH:12][C:11]3[C:6](=[CH:7][CH:8]=[CH:9][CH:10]=3)[C:5]=2[CH2:4][CH2:3][N:2]1[C:14]([C:16]1([CH3:31])[CH2:20][CH:19]2[CH:21]([CH3:30])[C:22]([N+:27]([O-])=O)=[C:23]([CH3:26])[C:24]([CH3:25])=[C:18]2[O:17]1)=[O:15].[Cl-].[Ca+2].[Cl-]>[Zn].C(O)C>[NH2:27][C:22]1[C:23]([CH3:26])=[C:24]([CH3:25])[C:18]2[O:17][C:16]([C:14]([N:2]3[CH2:3][CH2:4][C:5]4[C:6]5[C:11](=[CH:10][CH:9]=[CH:8][CH:7]=5)[NH:12][C:13]=4[CH2:1]3)=[O:15])([CH3:31])[CH2:20][C:19]=2[C:21]=1[CH3:30] |f:1.2.3|. Procedure: 0.54 g of (±)-(1,3,4,9-tetrahydro-beta-carboline-2-yl)-(5-nitro-2,4,6,7-tetramethyldihydrobenzofuran-2-yl)methanone, 1.86 g of zinc, 0.19 g of calcium chloride dehydrate and 30 ml of ethanol were added, followed by heating at reflux overnight. The insoluble matter was filtered through celite and the solvent was distilled off. The reaction solution was mixed with water, extracted with chloroform, washed with saturated saline and dried over anhydrous magnesium sulfate and, after the solvent was di...